This data is from the Open Reaction Database (ORD), a public repository of structured organic reaction records. The task is: describe an organic reaction: reactants, conditions, products, and yield Starting materials: C[C@]12CC[C@@]3([C@@H]([C@H]2CC[C@@H]2[C@]4(CC=C(C([C@@H]4CC[C@@]12C)(C)C)C1=CC=C(C(=O)OC)C=C1)C)[C@@H](CC3)C(=C)C)NCCN3CCNCC3 (methyl 4-((1R,3aS,5aR,5bR,7aR,11aS,11bR,13aR,13bR)-5a,5b,8,8,11a-pentamethyl-3a-((2-(piperazin-1-yl)ethyl)amino)-1-(prop-1-en-2-yl)-2,3,3a,4,5,5a,5b,6,7,7a,8,11,11a,11b,12,13,13a,13b-octadecahydro-1H-cyclopenta[a]chrysen-9-yl)benzoate), CCN(C(C)C)C(C)C (Hunig's Base), C1(CC1)S(=O)(=O)Cl (cyclopropanesulfonyl chloride). Run in ClCCl (dichloromethane), ClCCl (dichloromethane). Reaction conditions: temperature 20 celsius, time 2 hour. Product: C1(CC1)S(=O)(=O)N1CCN(CC1)CCN[C@]12[C@@H]([C@H]3CC[C@@H]4[C@]5(CC=C(C([C@@H]5CC[C@]4([C@@]3(CC1)C)C)(C)C)C1=CC=C(C(=O)OC)C=C1)C)[C@@H](CC2)C(=C)C (methyl 4-((1R,3aS,5aR,5bR,7aR,11aS,11bR,13aR,13bR)-3a-((2-(4-(cyclopropylsulfonyl)piperazin-1-yl)ethyl)amino)-5a,5b,8,8,11a-pentamethyl-1-(prop-1-en-2-yl)-2,3,3a,4,5,5a,5b,6,7,7a,8,11,11a,11b,12,13,13a,13b-octadecahydro-1H-cyclopenta[a]chrysen-9-yl)benzoate). The yield is 98.7%. As a reaction SMILES: [CH3:1][C@:2]12[C@@:19]3([CH3:20])[C@@H:10]([C@:11]4([CH3:33])[C@@H:16]([CH2:17][CH2:18]3)[C:15]([CH3:22])([CH3:21])[C:14]([C:23]3[CH:32]=[CH:31][C:26]([C:27]([O:29][CH3:30])=[O:28])=[CH:25][CH:24]=3)=[CH:13][CH2:12]4)[CH2:9][CH2:8][C@@H:7]1[C@H:6]1[C@H:34]([C:37]([CH3:39])=[CH2:38])[CH2:35][CH2:36][C@:5]1([NH:40][CH2:41][CH2:42][N:43]1[CH2:48][CH2:47][NH:46][CH2:45][CH2:44]1)[CH2:4][CH2:3]2.CCN(C(C)C)C(C)C.[CH:58]1([S:61](Cl)(=[O:63])=[O:62])[CH2:60][CH2:59]1>ClCCl>[CH:58]1([S:61]([N:46]2[CH2:45][CH2:44][N:43]([CH2:42][CH2:41][NH:40][C@:5]34[CH2:36][CH2:35][C@@H:34]([C:37]([CH3:39])=[CH2:38])[C@@H:6]3[C@@H:7]3[C@@:2]([CH3:1])([CH2:3][CH2:4]4)[C@@:19]4([CH3:20])[C@@H:10]([C@:11]5([CH3:33])[C@@H:16]([CH2:17][CH2:18]4)[C:15]([CH3:21])([CH3:22])[C:14]([C:23]4[CH:32]=[CH:31][C:26]([C:27]([O:29][CH3:30])=[O:28])=[CH:25][CH:24]=4)=[CH:13][CH2:12]5)[CH2:9][CH2:8]3)[CH2:48][CH2:47]2)(=[O:63])=[O:62])[CH2:60][CH2:59]1. Reported procedure: To a solution of methyl 4-((1R,3aS,5aR,5bR,7aR,11aS,11bR,13aR,13bR)-5a,5b,8,8,11a-pentamethyl-3a-((2-(piperazin-1-yl)ethyl)amino)-1-(prop-1-en-2-yl)-2,3,3a,4,5,5a,5b,6,7,7a,8,11,11a,11b,12,13,13a,13b-octadecahydro-1H-cyclopenta[a]chrysen-9-yl)benzoate (26 mg, 0.040 mmol) and Hunig's Base (0.035 mL, 0.198 mmol) in dichloromethane (1 mL) was added a solution of cyclopropanesulfonyl chloride (11.14 mg, 0.079 mmol) in dichloromethane (1 mL) at room temperature. The reaction mixture was stirred for 2... Starting materials: E9, FC1=C(OC=2C=NC=C(C#N)C2)C=CC(=C1)CO (5-(2-fluoro-4-(hydroxymethyl)phenoxy)nicotinonitrile), ClC=1C=C2N(C(N1)=O)C[C@@H](N2C)C ((S)-7-chloro-1,2-dimet-hyl-2,3-dihydroimidazo[1,2-c]pyrimidin-5(1H)-one). Product: CN1[C@H](CN2C(N=C(C=C21)OCC2=CC(=C(OC=1C=NC=C(C#N)C1)C=C2)F)=O)C ((S)-5-(4-(((1,2-dimethyl-5-oxo-1,2,3,5-tetrahydroimidazo[1,2-c]pyrimidin-7-yl)ox-y)methyl)-2-fluorophenoxy)nicotinonitrile). As a reaction SMILES: [F:1][C:2]1[CH:16]=[C:15]([CH2:17][OH:18])[CH:14]=[CH:13][C:3]=1[O:4][C:5]1[CH:6]=[N:7][CH:8]=[C:9]([CH:12]=1)[C:10]#[N:11].Cl[C:20]1[CH:21]=[C:22]2[N:29]([CH3:30])[C@@H:28]([CH3:31])[CH2:27][N:23]2[C:24](=[O:26])[N:25]=1>>[CH3:30][N:29]1[C:22]2[N:23]([C:24](=[O:26])[N:25]=[C:20]([O:18][CH2:17][C:15]3[CH:14]=[CH:13][C:3]([O:4][C:5]4[CH:6]=[N:7][CH:8]=[C:9]([CH:12]=4)[C:10]#[N:11])=[C:2]([F:1])[CH:16]=3)[CH:21]=2)[CH2:27][C@@H:28]1[CH3:31]. Procedure details: The title compound was prepared by a procedure similar to that described for E9 starting from 5-(2-fluoro-4-(hydroxymethyl)phenoxy)nicotinonitrile and (S)-7-chloro-1,2-dimet-hyl-2,3-dihydroimidazo[1,2-c]pyrimidin-5(1H)-one. Starting materials: CC(Br)c1ccc2onc(-c3ccc(Cl)cc3)c2c1, N#C[Na]. Yields the product CC(C#N)c1ccc2onc(-c3ccc(Cl)cc3)c2c1. RXN SMILES: [Br:1][CH:2]([CH3:3])[c:4]1[cH:5][cH:6][c:7]2[c:8]([c:9](-[c:12]3[cH:13][cH:14][c:15]([Cl:18])[cH:16][cH:17]3)[n:10][o:11]2)[cH:19]1.[Na:20][C:21]#[N:22]>>[CH:2]([CH3:3])([c:4]1[cH:5][cH:6][c:7]2[c:8]([c:9](-[c:12]3[cH:13][cH:14][c:15]([Cl:18])[cH:16][cH:17]3)[n:10][o:11]2)[cH:19]1)[C:21]#[N:22]. The reactants are BrC1=C(C=CC=C1)CC#N (2-bromophenyl-acetonitrile), C1(CC1)B(O)O (cyclopropylboronic acid), P(=O)([O-])([O-])[O-].[K+].[K+].[K+] (potassium phosphate), 0.1, C1(CCCCC1)P(C1CCCCC1)C1CCCCC1 (tricyclohexylphosphine). Reagents/catalysts: C(C)(=O)[O-].[Pd+2].C(C)(=O)[O-] (palladium(II) acetate). Solvent: C1(=CC=CC=C1)C (toluene), O (water). Reaction conditions: temperature 100 celsius, time 2 day. Yields the product C1(CC1)C1=C(C=CC=C1)CC#N ((2-cyclopropyl-phenyl)-acetonitrile). The yield is 63.6%. As a reaction SMILES: Br[C:2]1[CH:7]=[CH:6][CH:5]=[CH:4][C:3]=1[CH2:8][C:9]#[N:10].[CH:11]1(B(O)O)[CH2:13][CH2:12]1.P([O-])([O-])([O-])=O.[K+].[K+].[K+].C1(P(C2CCCCC2)C2CCCCC2)CCCCC1>C1(C)C=CC=CC=1.C([O-])(=O)C.[Pd+2].C([O-])(=O)C.O>[CH:11]1([C:2]2[CH:7]=[CH:6][CH:5]=[CH:4][C:3]=2[CH2:8][C:9]#[N:10])[CH2:13][CH2:12]1 |f:2.3.4.5,8.9.10|. Procedure: To a solution of 0.784 g (4 mmol) 2-bromophenyl-acetonitrile in 16 ml toluene were added 0.8 ml water, 0.412 g (4.8 mmol) cyclopropylboronic acid, 2.97 g (14 mmol) tribasic potassium phosphate, 0.1 12 g (0.4 mmol) tricyclohexylphosphine and 0.045 g (0.2 mmol) palladium(II) acetate. The reaction mixture was stirred at 100° C. for 2 days. The solvent was evaporated and the residue taken up in water and ethyl acetate. The organic layer was washed with brine, dried over MgSO4, filtered and evaporate... The reactants are N1=CC=C(C=C1)C(CC(=O)OCC)=O (ethyl 3-(4-pyridyl)-3-oxopropionate), Cl.Cl.NC1=NCCCN1 (2-amino-3,4,5,6-tetrahydropyrimidine dihydrochloride), C([O-])([O-])=O.[K+].[K+] (potassium carbonate). Run in C(C)O (ethanol). Yields the product N1=CC=C(C=C1)C=1N=C2N(C(C1)=O)CCCN2 (2-(Pyridin-4-yl)-6,7,8,9-tetrahydro-4H-pyrimido[1,2-a]pyrimidin-4-one). As a reaction SMILES: [N:1]1[CH:6]=[CH:5][C:4]([C:7](=O)[CH2:8][C:9]([O:11]CC)=O)=[CH:3][CH:2]=1.Cl.Cl.[NH2:17][C:18]1[NH:23][CH2:22][CH2:21][CH2:20][N:19]=1.C(=O)([O-])[O-].[K+].[K+]>C(O)C>[N:1]1[CH:2]=[CH:3][C:4]([C:7]2[N:17]=[C:18]3[NH:23][CH2:22][CH2:21][CH2:20][N:19]3[C:9](=[O:11])[CH:8]=2)=[CH:5][CH:6]=1 |f:1.2.3,4.5.6|. Reported procedure: A mixture of 8.98 g (46.5 mmol) of ethyl 3-(4-pyridyl)-3-oxopropionate and 8.0 g (46.5 mmol) of 2-amino-3,4,5,6-tetrahydropyrimidine dihydrochloride (prepared according to J. Org. Chem. 1955, 20, 829) and 19.3 g (139.5 mmol) of potassium carbonate in 60 ml of ethanol was heated at reflux temperature during 18 h.